From a dataset of the Open Reaction Database (ORD), a public repository of structured organic reaction records. describe an organic reaction: reactants, conditions, products, and yield Starting materials: COC(CN1C([C@@H](NCC1)CC(=O)OC)=O)=O ((S)-(3-methoxycarbonylmethyl-2-oxopiperazin-1-yl)acetic acid methyl ester), C1(CCC(=O)O1)=O (succinic anhydride). The reagents and catalysts are CN(C1=CC=NC=C1)C (4-dimethylaminopyridine). Solvent: CN(C=O)C (dimethylformamide). Conditions: temperature 60 celsius, time 3 hour. Yields the product COC(=O)C[C@@H]1N(CCN(C1=O)CC(=O)OC)C(CCC(=O)O)=O ((S)-4-(2,4-Dimethoxycarbonylmethyl-3-oxopiperazin-1-yl)-4-oxobutanoic Acid). Isolated yield 66.7%. RXN SMILES: [CH3:1][O:2][C:3](=[O:17])[CH2:4][N:5]1[CH2:10][CH2:9][NH:8][C@@H:7]([CH2:11][C:12]([O:14][CH3:15])=[O:13])[C:6]1=[O:16].[C:18]1(=[O:24])[O:23][C:21](=[O:22])[CH2:20][CH2:19]1>CN(C)C=O.CN(C)C1C=CN=CC=1>[CH3:15][O:14][C:12]([CH2:11][C@H:7]1[C:6](=[O:16])[N:5]([CH2:4][C:3]([O:2][CH3:1])=[O:17])[CH2:10][CH2:9][N:8]1[C:18](=[O:24])[CH2:19][CH2:20][C:21]([OH:23])=[O:22])=[O:13]. Procedure: To a mixture of (S)-(3-methoxycarbonylmethyl-2-oxopiperazin-1-yl)acetic acid methyl ester (3.67 g) and succinic anhydride (1.5 g) in dimethylformamide (25 ml) was added 4-dimethylaminopyridine (0.2 g) and the solution was stirred for 3 hours at 60° C. The reaction mixture was concentrated under reduced pressure and the concentrate was purified by means of CHP-20 column chromatography (H2O→50% acetonitrile aqueous solution) to give the titled compound (3.44 g) as a colorless oily substance. Run at temperature 0 celsius, time 20 minute. The solvent is O (water), CCOC(=O)C (EtOAc), Cl (hydrochloric acid), O (water). Product: C(C)OC(CC1=CC(=NC=C1Cl)N1CCN(CC1)C)=O ([5-Chloro-2-(4-methyl-piperazin-1-yl)-pyridin-4-yl]-acetic acid ethyl ester). RXN SMILES: [CH2:1]([O:3][C:4](=[O:20])[CH2:5][C:6]1[C:11](N)=[CH:10][N:9]=[C:8]([N:13]2[CH2:18][CH2:17][N:16]([CH3:19])[CH2:15][CH2:14]2)[CH:7]=1)[CH3:2].N([O-])=O.[Na+].[Na+].[Cl-:26]>Cl.O.CCOC(C)=O.[Cu]Cl>[CH2:1]([O:3][C:4](=[O:20])[CH2:5][C:6]1[C:11]([Cl:26])=[CH:10][N:9]=[C:8]([N:13]2[CH2:18][CH2:17][N:16]([CH3:19])[CH2:15][CH2:14]2)[CH:7]=1)[CH3:2] |f:1.2,3.4|. Reactants: [Na+].[Cl-] (NaCl), N(=O)[O-].[Na+] (sodium nitrite), C(C)OC(CC1=CC(=NC=C1N)N1CCN(CC1)C)=O ([5-Amino-2-(4-methyl-piperazin-1-yl)-pyridin-4-yl]-acetic acid ethyl ester). Procedure details: [5-Amino-2-(4-methyl-piperazin-1-yl)-pyridin-4-yl]-acetic acid ethyl ester (680 mg, 2.44 mmol) is dissolved under an atmosphere of argon in 18% aqueous hydrochloric acid (12 ml). After cooling the solution to 0° C., a solution of sodium nitrite (244 mg, 3.54 mmol) in water (6 ml) is added over 15 minutes, taking care that the internal temperature did not rise above 5° C. After 20 minutes at 0° C., the reaction mixture is added to a −10° C. solution of copper(I) chloride (freshly prepared, 725 mg... Reagents/catalysts: [Cu]Cl (copper(I) chloride). The reactants are CC(C)(CNC(=O)OC(C)(C)C)COc1cc(C(C)(C)C)ccc1C(=O)O, Nc1ccccc1C(=O)Nc1ccc(Cl)cn1. The product is CC(C)(CNC(=O)OC(C)(C)C)COc1cc(C(C)(C)C)ccc1C(=O)Nc1ccccc1C(=O)Nc1ccc(Cl)cn1. Reaction SMILES: [C:1]([CH3:2])([CH3:3])([CH3:4])[O:5][C:6](=[O:7])[NH:8][CH2:9][C:10]([CH2:11][O:12][c:13]1[c:14]([C:15](=[O:16])[OH:17])[cH:18][cH:19][c:20]([C:22]([CH3:23])([CH3:24])[CH3:25])[cH:21]1)([CH3:26])[CH3:27].[Cl:28][c:29]1[cH:30][cH:31][c:32]([NH:35][C:36]([c:37]2[c:38]([NH2:43])[cH:39][cH:40][cH:41][cH:42]2)=[O:44])[n:33][cH:34]1>>[C:1]([CH3:2])([CH3:3])([CH3:4])[O:5][C:6](=[O:7])[NH:8][CH2:9][C:10]([CH2:11][O:12][c:13]1[c:14]([C:15](=[O:17])[NH:43][c:38]2[c:37]([C:36]([NH:35][c:32]3[cH:31][cH:30][c:29]([Cl:28])[cH:34][n:33]3)=[O:44])[cH:42][cH:41][cH:40][cH:39]2)[cH:18][cH:19][c:20]([C:22]([CH3:23])([CH3:24])[CH3:25])[cH:21]1)([CH3:26])[CH3:27]. Product: CS(=O)(=O)N1CCNCC1, Cl. RXN SMILES: [CH3:19][OH:20].[CH3:1][S:2](=[O:3])(=[O:4])[N:5]1[CH2:6][CH2:7][N:8]([C:11]([O:12][C:13]([CH3:14])([CH3:15])[CH3:16])=[O:17])[CH2:9][CH2:10]1.[ClH:18]>>[CH3:1][S:2](=[O:3])(=[O:4])[N:5]1[CH2:6][CH2:7][NH:8][CH2:9][CH2:10]1.[ClH:18]. Starting materials: CO, CC(C)(C)OC(=O)N1CCN(S(C)(=O)=O)CC1, Cl. Starting materials: ClC1=CC(=NC2=CC=C(C=C12)C)N1CCS(C2=C(C1)C=CC=C2)(=O)=O (4-(4-chloro-6-methylquinolin-2-yl)-2,3,4,5-tetrahydro-1,4-benzothiazepine 1,1-dioxide), NCCC1(COC1)NCC1=CC=CC=C1 (3-(aminoethyl)-N-benzyloxetan-3-amine). Yields the product NC1(COC1)CCNC1=CC(=NC2=CC=C(C=C12)C)N1CCS(C2=C(C1)C=CC=C2)(=O)=O (N-[2-(3-Aminooxetan-3-yl)ethyl]-2-(1,1-dioxido-2,3-dihydro-1,4-benzothiazepin-4(5H)-yl)-6-methylquinolin-4-amine). Reaction SMILES: Cl[C:2]1[C:11]2[C:6](=[CH:7][CH:8]=[C:9]([CH3:12])[CH:10]=2)[N:5]=[C:4]([N:13]2[CH2:19][C:18]3[CH:20]=[CH:21][CH:22]=[CH:23][C:17]=3[S:16](=[O:25])(=[O:24])[CH2:15][CH2:14]2)[CH:3]=1.[NH2:26][CH2:27][CH2:28][C:29]1([NH:33]CC2C=CC=CC=2)[CH2:32][O:31][CH2:30]1>>[NH2:33][C:29]1([CH2:28][CH2:27][NH:26][C:2]2[C:11]3[C:6](=[CH:7][CH:8]=[C:9]([CH3:12])[CH:10]=3)[N:5]=[C:4]([N:13]3[CH2:19][C:18]4[CH:20]=[CH:21][CH:22]=[CH:23][C:17]=4[S:16](=[O:25])(=[O:24])[CH2:15][CH2:14]3)[CH:3]=2)[CH2:32][O:31][CH2:30]1. Procedure details: The title compound was prepared in analogy to Example 2-1 in Scheme 4 by using 4-(4-chloro-6-methylquinolin-2-yl)-2,3,4,5-tetrahydro-1,4-benzothiazepine 1,1-dioxide (prepared in analogy to the one in Example 2-1) and 3-(aminoethyl)-N-benzyloxetan-3-amine. MS obsd. (ESI+) [(M+H)+] 453, 1H NMR (400 MHz, DMSO-d6) δ ppm 7.95-7.89 (t, 1 H), 7.89-7.87 (t, 1 H), 7.64-7.60 (m, 2 H), 7.49-7.45 (m, 1 H), 7.31 (d, J=8.4 Hz, 1 H), 7.24-7.21 (m, 1 H), 6.87 (t, J=10.4 Hz, 1 H), 6.05 (s, 1 H), 5.08 (s, 2 H), 4...